Dataset: the Open Reaction Database (ORD), a public repository of structured organic reaction records. Task: describe an organic reaction: reactants, conditions, products, and yield Starting materials: CSC1=Nc2ccccc2N=C(c2ccccc2)C1, CN1CCNCC1, CC(=O)O, ClC(Cl)Cl. Product: CN1CCN(C2=Nc3ccccc3N=C(c3ccccc3)C2)CC1. Reaction SMILES: [CH3:1][S:2][C:3]1=[N:9][c:8]2[c:7]([cH:13][cH:12][cH:11][cH:10]2)[N:6]=[C:5]([c:14]2[cH:15][cH:16][cH:17][cH:18][cH:19]2)[CH2:4]1.[CH3:20][N:21]1[CH2:22][CH2:23][NH:24][CH2:25][CH2:26]1.[CH3:27][C:28](=[O:29])[OH:30].[CH:31]([Cl:32])([Cl:33])[Cl:34]>>[C:3]1([N:24]2[CH2:23][CH2:22][N:21]([CH3:20])[CH2:26][CH2:25]2)=[N:9][c:8]2[c:7]([cH:13][cH:12][cH:11][cH:10]2)[N:6]=[C:5]([c:14]2[cH:15][cH:16][cH:17][cH:18][cH:19]2)[CH2:4]1. Reactants: CC1(C(C1\C=C/C(OCCF)=O)C(=O)O)C (2,2-dimethyl-3-[(Z) 3-oxo-3-(2-fluoroethoxy)-1-propenyl]-cyclopropane-carboxylic acid), C(#C)C(C1=CC(=CC=C1)OC1=CC=CC=C1)O (α-ethynyl-3-phenoxy-benzyl alcohol). Solvent: C(Cl)(Cl)Cl (CHCl3). Product: CC1([C@@H]([C@@H]1\C=C/C(OCCF)=O)C(=O)OC(C1=CC(=CC=C1)OC1=CC=CC=C1)C#C)C (α-ethynyl-3-phenoxy-benzyl (IR,cis) 2,2-dimethyl-3-[(Z) 3-oxo-3-(2-fluoroethoxy) -1-propenyl]-cyclopropane-carboxylate). RXN SMILES: [CH3:1][C:2]1([CH3:16])[CH:4](/[CH:5]=[CH:6]\[C:7](=[O:12])[O:8][CH2:9][CH2:10][F:11])[CH:3]1[C:13]([OH:15])=[O:14].[C:17]([CH:19](O)[C:20]1[CH:25]=[CH:24][CH:23]=[C:22]([O:26][C:27]2[CH:32]=[CH:31][CH:30]=[CH:29][CH:28]=2)[CH:21]=1)#[CH:18]>C(Cl)(Cl)Cl>[CH3:1][C:2]1([CH3:16])[C@@H:4](/[CH:5]=[CH:6]\[C:7](=[O:12])[O:8][CH2:9][CH2:10][F:11])[C@H:3]1[C:13]([O:15][CH:19]([C:17]#[CH:18])[C:20]1[CH:25]=[CH:24][CH:23]=[C:22]([O:26][C:27]2[CH:32]=[CH:31][CH:30]=[CH:29][CH:28]=2)[CH:21]=1)=[O:14]. Procedure details: Using the procedure of Step F of Example 9, (IR, cis) 2,2-dimethyl-3-[(Z) 3-oxo-3-(2-fluoroethoxy)-1-propenyl]-cyclopropane-carboxylic acid and α-ethynyl-3-phenoxy-benzyl alcohol were reacted to obtain α-ethynyl-3-phenoxy-benzyl (IR,cis) 2,2-dimethyl-3-[(Z) 3-oxo-3-(2-fluoroethoxy) -1-propenyl]-cyclopropane-carboxylate with a specific rotation of [α]D20= +47° ±1.5° (c=1% in CHCl3). The reactants are OCCCNc1nc2cc(OC(F)(F)F)ccc2n2c(Br)cnc12, CN(C)C=O, CCOC(C)=O, [Na+], [Na+], O=C([O-])[O-], c1ccc(P(c2ccccc2)(c2ccccc2)[Pd](P(c2ccccc2)(c2ccccc2)c2ccccc2)(P(c2ccccc2)(c2ccccc2)c2ccccc2)P(c2ccccc2)(c2ccccc2)c2ccccc2)cc1, OB(O)c1cc[nH]n1. The product is OCCCNc1nc2cc(OC(F)(F)F)ccc2n2c(-c3ccn[nH]3)cnc12. As a reaction SMILES: [Br:1][c:2]1[cH:3][n:4][c:5]2[n:6]1[c:7]1[cH:8][cH:9][c:10]([O:20][C:21]([F:22])([F:23])[F:24])[cH:11][c:12]1[n:13][c:14]2[NH:15][CH2:16][CH2:17][CH2:18][OH:19].[CH3:39][N:40]([CH3:41])[CH:42]=[O:43].[CH3:44][CH2:45][O:46][C:47](=[O:48])[CH3:49].[Na+:33].[Na+:34].[O-:35][C:36](=[O:37])[O-:38].[cH:50]1[cH:51][cH:52][c:53]([P:54]([Pd:55]([P:56]([c:57]2[cH:58][cH:59][cH:60][cH:61][cH:62]2)([c:63]2[cH:64][cH:65][cH:66][cH:67][cH:68]2)[c:69]2[cH:70][cH:71][cH:72][cH:73][cH:74]2)([P:75]([c:76]2[cH:77][cH:78][cH:79][cH:80][cH:81]2)([c:82]2[cH:83][cH:84][cH:85][cH:86][cH:87]2)[c:88]2[cH:89][cH:90][cH:91][cH:92][cH:93]2)[P:94]([c:95]2[cH:96][cH:97][cH:98][cH:99][cH:100]2)([c:101]2[cH:102][cH:103][cH:104][cH:105][cH:106]2)[c:107]2[cH:108][cH:109][cH:110][cH:111][cH:112]2)([c:113]2[cH:114][cH:115][cH:116][cH:117][cH:118]2)[c:119]2[cH:120][cH:121][cH:122][cH:123][cH:124]2)[cH:125][cH:126]1.[nH:25]1[n:26][c:27]([B:30]([OH:31])[OH:32])[cH:28][cH:29]1>>[c:2]1(-[c:27]2[nH:26][n:25][cH:29][cH:28]2)[cH:3][n:4][c:5]2[n:6]1[c:7]1[cH:8][cH:9][c:10]([O:20][C:21]([F:22])([F:23])[F:24])[cH:11][c:12]1[n:13][c:14]2[NH:15][CH2:16][CH2:17][CH2:18][OH:19]. Reactants: ClC=1C=C(NC2=NC=NC3=CC(=CC(=C23)OC[C@H]2C[C@@H](CN2)O)OC)C=CC1F ((3S,5R)-5-[({4-[3-chloro-4-fluoroanilino]-7-methoxyquinazolin-5-yl}oxy)methyl]pyrrolidin-3-ol), CN(CC(=O)O)C (N,N-dimethylglycine). The product is ClC=1C=C(NC2=NC=NC3=CC(=CC(=C23)OC[C@H]2C[C@@H](CN2C(CN(C)C)=O)O)OC)C=CC1F ((3S,5R)-5-[({4-[3-Chloro-4-fluoroanilino]-7-methoxyquinazolin-5-yl}oxy)methyl]-1-(N,N-dimethylglycyl)pyrrolidin-3-ol). The yield is 73.0%. RXN SMILES: [Cl:1][C:2]1[CH:3]=[C:4]([CH:26]=[CH:27][C:28]=1[F:29])[NH:5][C:6]1[C:15]2[C:10](=[CH:11][C:12]([O:24][CH3:25])=[CH:13][C:14]=2[O:16][CH2:17][C@@H:18]2[NH:22][CH2:21][C@@H:20]([OH:23])[CH2:19]2)[N:9]=[CH:8][N:7]=1.[CH3:30][N:31]([CH3:36])[CH2:32][C:33](O)=[O:34]>>[Cl:1][C:2]1[CH:3]=[C:4]([CH:26]=[CH:27][C:28]=1[F:29])[NH:5][C:6]1[C:15]2[C:10](=[CH:11][C:12]([O:24][CH3:25])=[CH:13][C:14]=2[O:16][CH2:17][C@@H:18]2[N:22]([C:33](=[O:34])[CH2:32][N:31]([CH3:36])[CH3:30])[CH2:21][C@@H:20]([OH:23])[CH2:19]2)[N:9]=[CH:8][N:7]=1. Procedure: The procedure described in Example 20 was repeated using (3S,5R)-5-[({4-[3-chloro-4-fluoroanilino]-7-methoxyquinazolin-5-yl}oxy)methyl]pyrrolidin-3-ol (185 mg) with N,N-dimethylglycine (50 mg) to give the title compound as a white solid in 73% yield; NMR spectrum (DMSO-d6) 9.93 (s, 1H), 8.45 (s, 1H), 8.15 (dd, 1H), 7.76-7.70 (m, 1H), 7.45 (t, 1H), 6.83 (s, 2H), 5.09-5.08 (m, 1H), 4.70-4.66 (m, 1H), 4.45-4.40 (m, 2H), 4.28-4.23 (m, 1H), 3.93 (s, 3H), 3.62-3.49 (m, 2H), 3.20 (d, 1H), 3.00 (d, 1H),... Reactants: COCCOCCOCCOCCOCCOCCOCCOCCOCCO (nonaethylene glycol monomethyl ether), C=1(C(=CC=CC1)S(=O)(=O)Cl)C (toluenesulfonyl chloride), N1=CC=CC=C1 (pyridine), O (Water), Cl (HCl). The product is S(=O)(=O)(C1=CC=C(C)C=C1)OCCOCCOCCOCCOCCOCCOCCOCCOCCOC (nonaethylene glycol methyl tosyl ether). Reaction SMILES: [CH3:1][O:2][CH2:3][CH2:4][O:5][CH2:6][CH2:7][O:8][CH2:9][CH2:10][O:11][CH2:12][CH2:13][O:14][CH2:15][CH2:16][O:17][CH2:18][CH2:19][O:20][CH2:21][CH2:22][O:23][CH2:24][CH2:25][O:26][CH2:27][CH2:28][OH:29].[C:30]1(C)[C:31]([S:36](Cl)(=[O:38])=[O:37])=[CH:32][CH:33]=[CH:34][CH:35]=1.Cl.O.N1C=CC=C[CH:44]=1>>[S:36]([O:29][CH2:28][CH2:27][O:26][CH2:25][CH2:24][O:23][CH2:22][CH2:21][O:20][CH2:19][CH2:18][O:17][CH2:16][CH2:15][O:14][CH2:13][CH2:12][O:11][CH2:10][CH2:9][O:8][CH2:7][CH2:6][O:5][CH2:4][CH2:3][O:2][CH3:1])([C:31]1[CH:30]=[CH:35][C:34]([CH3:44])=[CH:33][CH:32]=1)(=[O:37])=[O:38]. Procedure: To a solution of nonaethylene glycol monomethyl ether (2.0 g. 4.7 mmol) in pyridine (15 mL) at 0° C. was added toluenesulfonyl chloride (1.35 g). After stiring at room temperature ovemight, the mixture was cooled to 0° and adjusted to pH 2 by addition of 12N HCl. Water (200 mL) was added and the solution was washed with methylene chloride (3×50 mL). The combined organic layers were washed with brine, dried (magnesium sulfate) and evaporated to provide nonaethylene glycol methyl tosyl ether as a ... The reactants are CCOC(=O)CBr, CC(C)N(C(=O)c1ccc(OCCCCCOc2ccc(C#N)cc2)cc1O)C(C)C, CN(C)C=O, [H-], [Na+]. As a reaction SMILES: [Br:34][CH2:35][C:36](=[O:37])[O:38][CH2:39][CH3:40].[C:1](#[N:2])[c:3]1[cH:4][cH:5][c:6]([O:7][CH2:8][CH2:9][CH2:10][CH2:11][CH2:12][O:13][c:14]2[cH:15][c:16]([OH:29])[c:17]([C:18](=[O:19])[N:20]([CH:21]([CH3:22])[CH3:23])[CH:24]([CH3:25])[CH3:26])[cH:27][cH:28]2)[cH:30][cH:31]1.[CH3:41][N:42]([CH3:43])[CH:44]=[O:45].[H-:32].[Na+:33]>>[C:1](#[N:2])[c:3]1[cH:4][cH:5][c:6]([O:7][CH2:8][CH2:9][CH2:10][CH2:11][CH2:12][O:13][c:14]2[cH:15][c:16]([O:29][CH2:35][C:36](=[O:37])[O:38][CH2:39][CH3:40])[c:17]([C:18](=[O:19])[N:20]([CH:21]([CH3:22])[CH3:23])[CH:24]([CH3:25])[CH3:26])[cH:27][cH:28]2)[cH:30][cH:31]1. The product is CCOC(=O)COc1cc(OCCCCCOc2ccc(C#N)cc2)ccc1C(=O)N(C(C)C)C(C)C.